From a dataset of the Open Reaction Database (ORD), a public repository of structured organic reaction records. describe an organic reaction: reactants, conditions, products, and yield Reactants: COC(=O)C=C (methoxyacrolein), N1=CC=CC=C1 (pyridine), 221.5, N/C(/C(=O)OCC)=C(/C(=O)OCC)\Cl (diethyl 2-amino-3-chloromaleate). The solvent is C(C)(=O)O (acetic acid). Product: COC=1C=C(C(=NC1)C(=O)OCC)C(=O)OCC (Diethyl 5-methoxypyridine-2,3-dicarboxylate). Reaction SMILES: N1C=C[CH:4]=[CH:3][CH:2]=1.[NH2:7]/[C:8](=[C:14](\Cl)/[C:15]([O:17][CH2:18][CH3:19])=[O:16])/[C:9]([O:11][CH2:12][CH3:13])=[O:10].[CH3:21][O:22]C(C=C)=O>C(O)(=O)C>[CH3:21][O:22][C:3]1[CH:4]=[C:14]([C:15]([O:17][CH2:18][CH3:19])=[O:16])[C:8]([C:9]([O:11][CH2:12][CH3:13])=[O:10])=[N:7][CH:2]=1. Procedure: 83 g (1.05 mol) of pyridine were added to 221.5 (1.0 mol) of diethyl 2-amino-3-chloromaleate in 250 ml of glacial acetic acid at 80° C. while stirring. 90 g (1.05 mol) of methoxyacrolein were then added at 120° C. in the course of 30 minutes, gentle refluxing being established without heating. The reaction mixture was stirred for 3 hours at 120° C. and then evaporated down under reduced pressure, water was added to the residue and the mixture was extracted with methylene chloride. After filtrati... Reactants: BrC=1C=C(C=CC1)SCCO (2-(3-bromophenylthio)ethanol), C1(C=2C(C(N1)=O)=CC=CC2)=O (phthalimide), ethyl acetate hexanes. Yields the product BrC=1C=C(C=CC1)SCCN1C(C2=CC=CC=C2C1=O)=O (2-(2-(3-bromophenylthio)ethyl)isoindoline-1,3-dione). RXN SMILES: [Br:1][C:2]1[CH:3]=[C:4]([S:8][CH2:9][CH2:10]O)[CH:5]=[CH:6][CH:7]=1.[C:12]1(=[O:22])[NH:16][C:15](=[O:17])[C:14]2=[CH:18][CH:19]=[CH:20][CH:21]=[C:13]12>>[Br:1][C:2]1[CH:3]=[C:4]([S:8][CH2:9][CH2:10][N:16]2[C:12](=[O:22])[C:13]3[C:14](=[CH:18][CH:19]=[CH:20][CH:21]=3)[C:15]2=[O:17])[CH:5]=[CH:6][CH:7]=1. Procedure: Mitsunobu coupling of 2-(3-bromophenylthio)ethanol (125) with phthalimide according to the method used in Example 17, followed by flash chromatography (5-20% ethyl acetate/hexanes gradient) gave 2-(2-(3-bromophenylthio)ethyl)isoindoline-1,3-dione (126) as a white solid. Yield (4.04 g, 72%): 1H NMR (400 MHz, CDCl3) δ 7.77-7.84 (m, 2H), 7.66-7.72 (m, 2H), 7.50 (t, J=2.0 Hz, 1H), 7.30 (ddd, J=0.8, 1.6, 7.6 Hz, 1H), 7.19 (ddd, J=0.8, 1.6, 7.6 Hz, 1H), 7.07 (t, J=7.6 Hz, 1H), 3.93 (t, J=7.2 Hz, 2H), ... Starting materials: NC(C#N)CC1=CC2=CC=CC=C2CC1 (2-Amino-3-(3,4-dihydro-naphth-2-yl)propionitrile), solution, N (NH3). Reagents/catalysts: [Ni] (Raney nickel). The solvent is CO (CH3OH), CO (CH3OH). Reaction conditions: time 16 hour. Product: C1=C(CCC2=CC=CC=C12)CC(CN)N (3-(3,4-Dihydro-2-naphthyl)-propane-1,2-diamine). RXN SMILES: [NH2:1][CH:2]([CH2:5][C:6]1[CH2:15][CH2:14][C:13]2[C:8](=[CH:9][CH:10]=[CH:11][CH:12]=2)[CH:7]=1)[C:3]#[N:4].N>[Ni].CO>[CH:7]1[C:8]2[C:13](=[CH:12][CH:11]=[CH:10][CH:9]=2)[CH2:14][CH2:15][C:6]=1[CH2:5][CH:2]([NH2:1])[CH2:3][NH2:4]. Procedure: A mixture composed of 2.57 g (13 mmol) of the nitrile obtained in Step 3, 120 ml of CH3OH, 2 g of Raney nickel and 50 ml of a solution of NH3 in CH3OH (7N) is hydrogenated under a pressure of one atmosphere for 16 hours. After filtration over Celite, the solution is concentrated and the residue is chromatographed on silica, eluting with a mixture of CH2Cl2 /CH3OH/NH4OH conc.=90/10/1, to yield the expected compound in the form of a colourless oil.